Dataset: the Open Reaction Database (ORD), a public repository of structured organic reaction records. Task: describe an organic reaction: reactants, conditions, products, and yield Yields the product C1(CCCC1)C1=NN2C(C(N1)=O)=C(N=C2C2(CCCCC2)C)CC (2-Cyclopentyl-5-ethyl-7-(1-methylcyclohexyl)imidazo[5,1-f][1,2,4]triazin-4(3H)-one). Starting materials: C1(CCCC1)C1=NN=C(C(N1)=O)C(CC)NC(=O)C1(CCCCC1)C (N-[1-(3-cyclopentyl-5-oxo-4,5-dihydro-1,2,4-triazin-6-yl)propyl]-1-methylcyclohexanecarboxamide), P(=O)(Cl)(Cl)Cl (phosphoric trichloride). Reaction SMILES: [CH:1]1([C:6]2[NH:11][C:10](=[O:12])[C:9]([CH:13]([NH:16][C:17]([C:19]3([CH3:25])[CH2:24][CH2:23][CH2:22][CH2:21][CH2:20]3)=O)[CH2:14][CH3:15])=[N:8][N:7]=2)[CH2:5][CH2:4][CH2:3][CH2:2]1.P(Cl)(Cl)(Cl)=O>>[CH:1]1([C:6]2[NH:11][C:10](=[O:12])[C:9]3=[C:13]([CH2:14][CH3:15])[N:16]=[C:17]([C:19]4([CH3:25])[CH2:24][CH2:23][CH2:22][CH2:21][CH2:20]4)[N:8]3[N:7]=2)[CH2:5][CH2:4][CH2:3][CH2:2]1. Procedure details: In analogy to the procedure for Example 1, 200 mg (0.58 mmol) crude N-[1-(3-cyclopentyl-5-oxo-4,5-dihydro-1,2,4-triazin-6-yl)propyl]-1-methylcyclohexanecarboxamide, 165 mg (1.1 mmol) phosphoric trichloride are stirred at reflux for 4 hours, proportionate amounts of the solvents are used. The product is purified by chromatography (preparative HPLC). The reactants are [OH-].[Na+] (sodium hydroxide), C(C=C)I (allyl iodide), C(C)C1=CC=C(C=C1)CC=1C(=NNC1C)O[C@H]1[C@H](OC(C)=O)[C@@H](OC(C)=O)[C@H](OC(C)=O)[C@H](O1)COC(C)=O (4-[(4-ethylphenyl)methyl]-5-methyl-3-(2,3,4,6-tetra-O-acetyl-β-D-glucopyranosyloxy)-1H-pyrazole), C([O-])([O-])=O.[Cs+].[Cs+] (cesium carbonate). The solvent is CO (methanol), C(C)#N (acetonitrile), O (Water). Run at time 1 hour. Product: C(C=C)N1N=C(C(=C1C)CC1=CC=C(C=C1)CC)O[C@H]1[C@H](O)[C@@H](O)[C@H](O)[C@H](O1)CO (1-allyl-4-[(4-ethylphenyl)methyl]-3-(β-D-glucopyranosyloxy)-5-methyl-1H-pyrazole). As a reaction SMILES: [CH2:1]([C:3]1[CH:8]=[CH:7][C:6]([CH2:9][C:10]2[C:11]([O:16][C@@H:17]3[O:34][C@H:33]([CH2:35][O:36]C(=O)C)[C@@H:28]([O:29]C(=O)C)[C@H:23]([O:24]C(=O)C)[C@H:18]3[O:19]C(=O)C)=[N:12][NH:13][C:14]=2[CH3:15])=[CH:5][CH:4]=1)[CH3:2].C(=O)([O-])[O-].[Cs+].[Cs+].[CH2:46](I)[CH:47]=[CH2:48].[OH-].[Na+]>C(#N)C.O.CO>[CH2:48]([N:13]1[C:14]([CH3:15])=[C:10]([CH2:9][C:6]2[CH:7]=[CH:8][C:3]([CH2:1][CH3:2])=[CH:4][CH:5]=2)[C:11]([O:16][C@@H:17]2[O:34][C@H:33]([CH2:35][OH:36])[C@@H:28]([OH:29])[C@H:23]([OH:24])[C@H:18]2[OH:19])=[N:12]1)[CH:47]=[CH2:46] |f:1.2.3,5.6|. Procedure details: To a suspension of 4-[(4-ethylphenyl)methyl]-5-methyl-3-(2,3,4,6-tetra-O-acetyl-β-D-glucopyranosyloxy)-1H-pyrazole (0.030 g) and cesium carbonate (0.036 g) in acetonitrile (0.4 mL) was added allyl iodide (0.010 mL), and the mixture was stirred at room temperature for 1 hour. To the reaction mixture were added methanol (0.4 mL) and 1 mol/L aqueous sodium hydroxide solution (0.5 mL), and the mixture was stirred at room temperature for 1 hour. Water was added to the reaction mixture, and the mixtur... The reactants are BrC1=CC=C2C(=CN=C(C2=C1)Cl)Cl (7-bromo-1,4-dichloroisoquinoline), CC1=CC=C(C=C1)B(O)O (4-methyphenylboronic acid), C(=O)([O-])[O-].[Na+].[Na+] (Na2CO3). Reagents/catalysts: C=1C=CC(=CC1)[P](C=2C=CC=CC2)(C=3C=CC=CC3)[Pd]([P](C=4C=CC=CC4)(C=5C=CC=CC5)C=6C=CC=CC6)([P](C=7C=CC=CC7)(C=8C=CC=CC8)C=9C=CC=CC9)[P](C=1C=CC=CC1)(C=1C=CC=CC1)C=1C=CC=CC1 (tetrakis(triphenylphosphine)palladium(0)). The solvent is CCOC(=O)C (EtOAc), COCCOC (DME). Yields the product ClC1=NC=C(C2=CC=C(C=C12)C1=CC=C(C=C1)C)Cl (1,4-dichloro-7-(4-methylphenyl)isoquinoline). Isolated yield 48.0%. Reaction SMILES: Br[C:2]1[CH:11]=[C:10]2[C:5]([C:6]([Cl:13])=[CH:7][N:8]=[C:9]2[Cl:12])=[CH:4][CH:3]=1.[CH3:14][C:15]1[CH:20]=[CH:19][C:18](B(O)O)=[CH:17][CH:16]=1.C([O-])([O-])=O.[Na+].[Na+]>COCCOC.CCOC(C)=O.C1C=CC([P]([Pd]([P](C2C=CC=CC=2)(C2C=CC=CC=2)C2C=CC=CC=2)([P](C2C=CC=CC=2)(C2C=CC=CC=2)C2C=CC=CC=2)[P](C2C=CC=CC=2)(C2C=CC=CC=2)C2C=CC=CC=2)(C2C=CC=CC=2)C2C=CC=CC=2)=CC=1>[Cl:12][C:9]1[C:10]2[C:5](=[CH:4][CH:3]=[C:2]([C:18]3[CH:19]=[CH:20][C:15]([CH3:14])=[CH:16][CH:17]=3)[CH:11]=2)[C:6]([Cl:13])=[CH:7][N:8]=1 |f:2.3.4,^1:45,47,66,85|. Procedure: A mixture of 7-bromo-1,4-dichloroisoquinoline (276 mg, 1.0 mmol), tetrakis(triphenylphosphine)palladium(0) (60 mg, 5 mol %), 4-methyphenylboronic acid (137 mg, 1.00 mmol), and aqueous Na2CO3 (2.0 mL, 1.0 M, 2.0 mmol) in DME (6 mL) was heated at reflux under N2 for 20 h. The mixture was diluted with EtOAc (100 mL), washed with water (30 mL), dried over MgSO4 and evaporated in vacuo. The residue was purified by column chromatography upon silica gel using hexanes-EtOAc (99:1 to 97:3) as eluant to g...